The task is: describe an organic reaction: reactants, conditions, products, and yield. This data is from the Open Reaction Database (ORD), a public repository of structured organic reaction records. Reactants: COc1nc(C)c(C)nc1NC(=S)Oc1ccccc1, Cc1cc(C)cc(N2CCNCC2)c1. The product is COc1nc(C)c(C)nc1NC(=S)N1CCN(c2cc(C)cc(C)c2)CC1. As a reaction SMILES: [CH3:1][c:2]1[n:3][c:4]([NH:11][C:12]([O:13][c:14]2[cH:15][cH:16][cH:17][cH:18][cH:19]2)=[S:20])[c:5]([O:9][CH3:10])[n:6][c:7]1[CH3:8].[CH3:21][c:22]1[cH:23][c:24]([N:29]2[CH2:30][CH2:31][NH:32][CH2:33][CH2:34]2)[cH:25][c:26]([CH3:28])[cH:27]1>>[CH3:1][c:2]1[n:3][c:4]([NH:11][C:12](=[S:20])[N:32]2[CH2:31][CH2:30][N:29]([c:24]3[cH:23][c:22]([CH3:21])[cH:27][c:26]([CH3:28])[cH:25]3)[CH2:34][CH2:33]2)[c:5]([O:9][CH3:10])[n:6][c:7]1[CH3:8]. The reactants are ClCCCCBr, O=C([O-])[O-], CN1CC(=O)c2[nH]ccc2S1(=O)=O, CCC(C)=O, [K+], [K+]. Yields the product CN1CC(=O)c2c(ccn2CCCCCl)S1(=O)=O. Reaction SMILES: [Br:14][CH2:15][CH2:16][CH2:17][CH2:18][Cl:19].[C:20](=[O:21])([O-:22])[O-:23].[CH3:1][N:2]1[S:3](=[O:12])(=[O:13])[c:4]2[c:5]([nH:9][cH:10][cH:11]2)[C:6](=[O:8])[CH2:7]1.[CH3:26][C:27](=[O:28])[CH2:29][CH3:30].[K+:24].[K+:25]>>[CH3:1][N:2]1[S:3](=[O:12])(=[O:13])[c:4]2[c:5]([n:9]([CH2:15][CH2:16][CH2:17][CH2:18][Cl:19])[cH:10][cH:11]2)[C:6](=[O:8])[CH2:7]1. Reactants: COc1c(Br)ccc2[nH]nc(-c3cccc(F)c3)c12, CN(C)C=O, [Cl-], [H-], [NH4+], [Na+], ClC(c1ccccc1)(c1ccccc1)c1ccccc1. Product: COc1c(Br)ccc2c1c(-c1cccc(F)c1)nn2C(c1ccccc1)(c1ccccc1)c1ccccc1. RXN SMILES: [Br:1][c:2]1[c:3]([O:18][CH3:19])[c:4]2[c:5](-[c:11]3[cH:12][c:13]([F:17])[cH:14][cH:15][cH:16]3)[n:6][nH:7][c:8]2[cH:9][cH:10]1.[CH3:44][N:45]([CH3:46])[CH:47]=[O:48].[Cl-:42].[H-:20].[NH4+:43].[Na+:21].[c:22]1([C:28]([c:29]2[cH:30][cH:31][cH:32][cH:33][cH:34]2)([c:35]2[cH:36][cH:37][cH:38][cH:39][cH:40]2)[Cl:41])[cH:23][cH:24][cH:25][cH:26][cH:27]1>>[Br:1][c:2]1[c:3]([O:18][CH3:19])[c:4]2[c:5](-[c:11]3[cH:12][c:13]([F:17])[cH:14][cH:15][cH:16]3)[n:6][n:7]([C:28]([c:22]3[cH:23][cH:24][cH:25][cH:26][cH:27]3)([c:29]3[cH:30][cH:31][cH:32][cH:33][cH:34]3)[c:35]3[cH:36][cH:37][cH:38][cH:39][cH:40]3)[c:8]2[cH:9][cH:10]1. The reactants are COC(=O)c1cc(N)cc(-c2ccc(C)cn2)c1, Cl, O=N[O-], [Na+], O, O, Cl[Sn]Cl. The product is COC(=O)c1cc(NN)cc(-c2ccc(C)cn2)c1. As a reaction SMILES: [CH3:1][O:2][C:3]([c:4]1[cH:5][c:6]([NH2:17])[cH:7][c:8](-[c:10]2[n:11][cH:12][c:13]([CH3:16])[cH:14][cH:15]2)[cH:9]1)=[O:18].[ClH:27].[N:19]([O-:20])=[O:21].[Na+:22].[OH2:26].[OH2:28].[Sn:23]([Cl:24])[Cl:25]>>[CH3:1][O:2][C:3]([c:4]1[cH:5][c:6]([NH:17][NH2:19])[cH:7][c:8](-[c:10]2[n:11][cH:12][c:13]([CH3:16])[cH:14][cH:15]2)[cH:9]1)=[O:18]. Starting materials: [N+](=O)([O-])C1=CC=C(C=C1)F (4-nitro-fluorobenzene), C(=O)(O)COC1=C(C=CC=C1)O (2-(carboxymethoxy)phenol), [O-]CCCC.[K+] (potassium butoxide). Run in CC(=O)N(C)C (DMA). Yields the product [N+](=O)([O-])C1=CC=CC=C1 (nitrobenzene). Reaction SMILES: [N+:1]([C:4]1[CH:9]=[CH:8][C:7](F)=[CH:6][CH:5]=1)([O-:3])=[O:2].C(COC1C=CC=CC=1O)(O)=O.[O-]CCCC.[K+]>CC(N(C)C)=O>[N+:1]([C:4]1[CH:9]=[CH:8][CH:7]=[CH:6][CH:5]=1)([O-:3])=[O:2] |f:2.3|. Reported procedure: 4-nitro-fluorobenzene and 2-(carboxymethoxy)phenol were reacted together in DMA in the presence of potassium butoxide for 2 hours at 150° C. to yield 4-(2-carboxymethoxy)-phenoxy)nitrobenzene. Starting materials: COc1ccc(C(=O)NC2CCN(C(=O)OC(C)(C)C)CC2)cc1OCCc1ccc(Cl)cc1Cl, Cc1ccccc1, CCO, Cl. Product: COc1ccc(C(=O)NC2CCNCC2)cc1OCCc1ccc(Cl)cc1Cl. Reaction SMILES: [C:1]([O:2][C:3](=[O:4])[N:8]1[CH2:9][CH2:10][CH:11]([NH:14][C:15]([c:16]2[cH:17][c:18]([O:24][CH2:25][CH2:26][c:27]3[c:28]([Cl:34])[cH:29][c:30]([Cl:33])[cH:31][cH:32]3)[c:19]([O:22][CH3:23])[cH:20][cH:21]2)=[O:35])[CH2:12][CH2:13]1)([CH3:5])([CH3:6])[CH3:7].[CH3:36][c:37]1[cH:38][cH:39][cH:40][cH:41][cH:42]1.[CH3:44][CH2:45][OH:46].[ClH:43]>>[NH:8]1[CH2:9][CH2:10][CH:11]([NH:14][C:15]([c:16]2[cH:17][c:18]([O:24][CH2:25][CH2:26][c:27]3[c:28]([Cl:34])[cH:29][c:30]([Cl:33])[cH:31][cH:32]3)[c:19]([O:22][CH3:23])[cH:20][cH:21]2)=[O:35])[CH2:12][CH2:13]1. The reactants are CC(C)(C)OC(=O)N1CCC(Oc2ccc(N)cc2)CC1, CCS(=O)(=O)Cl, CO, ClCCl, c1ccncc1. The product is CCS(=O)(=O)Nc1ccc(OC2CCN(C(=O)OC(C)(C)C)CC2)cc1. As a reaction SMILES: [C:1]([CH3:2])([CH3:3])([CH3:4])[O:5][C:6](=[O:7])[N:8]1[CH2:9][CH2:10][CH:11]([O:14][c:15]2[cH:16][cH:17][c:18]([NH2:19])[cH:20][cH:21]2)[CH2:12][CH2:13]1.[CH2:28]([CH3:29])[S:30](=[O:31])(=[O:32])[Cl:33].[CH3:34][OH:35].[Cl:36][CH2:37][Cl:38].[cH:22]1[cH:23][cH:24][n:25][cH:26][cH:27]1>>[C:1]([CH3:2])([CH3:3])([CH3:4])[O:5][C:6](=[O:7])[N:8]1[CH2:9][CH2:10][CH:11]([O:14][c:15]2[cH:16][cH:17][c:18]([NH:19][S:30]([CH2:28][CH3:29])(=[O:31])=[O:32])[cH:20][cH:21]2)[CH2:12][CH2:13]1. Reactants: FC(C1=CC=C(C=C1)C1=NC=2C(=NC=CC2)N1CC(=O)O)(F)F (2-(4-trifluoromethylphenyl)-3H-imidazo[4,5-b]pyridine-3-acetic acid), C(=O)(N1C=NC=C1)N1C=NC=C1 (1,1'-carbonyldiimidazole), CNCC1=CC=CC=C1 (N-methylbenzylamine). Solvent: O1CCCC1 (tetrahydrofuran). Run at time 3 hour. The product is O.CN(C(CN1C(=NC=2C1=NC=CC2)C2=CC=C(C=C2)C(F)(F)F)=O)CC2=CC=CC=C2 (N-Methyl-N-(phenylmethyl)-2-[4-(trifluoromethyl)phenyl]-3H-imidazo[4,5-b]pyridine-3-acetamide hydrate). RXN SMILES: [F:1][C:2]([F:23])([F:22])[C:3]1[CH:8]=[CH:7][C:6]([C:9]2[N:17]([CH2:18][C:19](O)=[O:20])[C:12]3=[N:13][CH:14]=[CH:15][CH:16]=[C:11]3[N:10]=2)=[CH:5][CH:4]=1.C(N1C=CN=C1)(N1C=CN=C1)=O.[CH3:36][NH:37][CH2:38][C:39]1[CH:44]=[CH:43][CH:42]=[CH:41][CH:40]=1>O1CCCC1>[OH2:20].[CH3:36][N:37]([CH2:38][C:39]1[CH:44]=[CH:43][CH:42]=[CH:41][CH:40]=1)[C:19](=[O:20])[CH2:18][N:17]1[C:12]2=[N:13][CH:14]=[CH:15][CH:16]=[C:11]2[N:10]=[C:9]1[C:6]1[CH:5]=[CH:4][C:3]([C:2]([F:22])([F:23])[F:1])=[CH:8][CH:7]=1 |f:4.5|. Reported procedure: Under nitrogen bubbling, a mixture of 2-(4-trifluoromethylphenyl)-3H-imidazo[4,5-b]pyridine-3-acetic acid (3.21 g, 0.01 mole) and 1,1'-carbonyldiimidazole (1.62 g, 0.01 mole) in 150 ml of tetrahydrofuran was stirred at room temperature for 3 hrs. N-methylbenzylamine (1.33 g, 0.011 mole) was added, and the reaction mixture was allowed to stir at room temperature for 1 hr. The reactants are C[Si](C)(C)C#N (trimethylsilyl cyanide), C(C)OP(=O)(OCC)CC=1C=NC=CC1 (3-(diethylphosphonomethyl)pyridine), ClC1=CC(=CC=C1)C(=O)OO (m-chloroperbenzoic acid). The product is C(C)OP(=O)(OCC)CC=1C(=NC=CC1)C#N (3-(diethylphosphonomethyl)-2-cyanopyridine), C(C)OP(=O)(OCC)CC=1C=CC(=NC1)C#N (5-(diethylphosphonomethyl)-2-cyanopyridine). Reaction SMILES: [CH2:1]([O:3][P:4]([CH2:9][C:10]1[CH:11]=[N:12][CH:13]=[CH:14][CH:15]=1)([O:6][CH2:7][CH3:8])=[O:5])[CH3:2].ClC1C=CC=C(C(OO)=O)C=1.C[Si]([C:31]#[N:32])(C)C>>[CH2:1]([O:3][P:4]([CH2:9][C:10]1[C:11]([C:31]#[N:32])=[N:12][CH:13]=[CH:14][CH:15]=1)([O:6][CH2:7][CH3:8])=[O:5])[CH3:2].[CH2:1]([O:3][P:4]([CH2:9][C:10]1[CH:15]=[CH:14][C:13]([C:31]#[N:32])=[N:12][CH:11]=1)([O:6][CH2:7][CH3:8])=[O:5])[CH3:2]. Procedure details: Treatment of 3-(diethylphosphonomethyl)pyridine (Biochemistry 19, 3400) with m-chloroperbenzoic acid followed by trimethylsilyl cyanide gives both 3-(diethylphosphonomethyl)-2-cyanopyridine and 5-(diethylphosphonomethyl)-2-cyanopyridine, the starting materials for compounds under a) and b).